From a dataset of the Open Reaction Database (ORD), a public repository of structured organic reaction records. describe an organic reaction: reactants, conditions, products, and yield Reactants: O=C([O-])[O-], ClCc1ccc2ccccc2n1, Cl, [K+], [K+], Oc1cccc(C(O)(c2nccs2)C(F)(F)F)c1. Product: OC(c1cccc(OCc2ccc3ccccc3n2)c1)(c1nccs1)C(F)(F)F. RXN SMILES: [C:32](=[O:33])([O-:34])[O-:35].[Cl:20][CH2:21][c:22]1[n:23][c:24]2[cH:25][cH:26][cH:27][cH:28][c:29]2[cH:30][cH:31]1.[ClH:19].[K+:36].[K+:37].[OH:1][C:2]([C:3]([F:4])([F:5])[F:6])([c:7]1[cH:8][c:9]([OH:13])[cH:10][cH:11][cH:12]1)[c:14]1[s:15][cH:16][cH:17][n:18]1>>[OH:1][C:2]([C:3]([F:4])([F:5])[F:6])([c:7]1[cH:8][c:9]([O:13][CH2:21][c:22]2[n:23][c:24]3[cH:25][cH:26][cH:27][cH:28][c:29]3[cH:30][cH:31]2)[cH:10][cH:11][cH:12]1)[c:14]1[s:15][cH:16][cH:17][n:18]1. The reactants are COc1ccc(CO)cc1Br, [C-]#N, [C-]#N, CN(C)C=O, CCOCC, [Zn+2], c1ccc(P(c2ccccc2)(c2ccccc2)[Pd](P(c2ccccc2)(c2ccccc2)c2ccccc2)(P(c2ccccc2)(c2ccccc2)c2ccccc2)P(c2ccccc2)(c2ccccc2)c2ccccc2)cc1. Yields the product COc1ccc(CO)cc1C#N. RXN SMILES: [Br:1][c:2]1[cH:3][c:4]([CH2:10][OH:11])[cH:5][cH:6][c:7]1[O:8][CH3:9].[C-:22]#[N:23].[C-:25]#[N:26].[CH3:12][N:13]([CH3:14])[CH:15]=[O:16].[CH3:17][CH2:18][O:19][CH2:20][CH3:21].[Zn+2:24].[cH:27]1[cH:28][cH:29][c:30]([P:31]([Pd:32]([P:33]([c:34]2[cH:35][cH:36][cH:37][cH:38][cH:39]2)([c:40]2[cH:41][cH:42][cH:43][cH:44][cH:45]2)[c:46]2[cH:47][cH:48][cH:49][cH:50][cH:51]2)([P:52]([c:53]2[cH:54][cH:55][cH:56][cH:57][cH:58]2)([c:59]2[cH:60][cH:61][cH:62][cH:63][cH:64]2)[c:65]2[cH:66][cH:67][cH:68][cH:69][cH:70]2)[P:71]([c:72]2[cH:73][cH:74][cH:75][cH:76][cH:77]2)([c:78]2[cH:79][cH:80][cH:81][cH:82][cH:83]2)[c:84]2[cH:85][cH:86][cH:87][cH:88][cH:89]2)([c:90]2[cH:91][cH:92][cH:93][cH:94][cH:95]2)[c:96]2[cH:97][cH:98][cH:99][cH:100][cH:101]2)[cH:102][cH:103]1>>[c:2]1([C:12]#[N:13])[cH:3][c:4]([CH2:10][OH:11])[cH:5][cH:6][c:7]1[O:8][CH3:9]. Yield: 40.1%. Starting materials: Cl.ClC1=CC(=NC=C1)C1=CC(=CC=C1)Cl (4-chloro-2-(3-chlorophenyl)pyridine hydrochloride), NC1=CC=C(C=C1)CC(=O)N (2-(4-aminophenyl)acetamide), hydrochloride salt. Reported procedure: Following general procedure A2, 4-chloro-2-(3-chlorophenyl)pyridine hydrochloride (0.115 g, 0.44 mmol) was reacted with 2-(4-aminophenyl)acetamide (0.080 g, 0.53 mmol), followed by formation of the hydrochloride salt to afford the title compound (0.066 g, 40%) as a light yellow solid. MW=374.26. 1H NMR (DMSO-d6, 500 MHz) δ 14.01 (s, 1H), 10.64 (s, 1H), 8.29 (d, J=7.0 Hz, 1H), 7.97-7.95 (m, 1H), 7.81-7.77 (m, 1H), 7.73-7.69 (m, 1H), 7.65 (t, J=8.0 Hz, 1H), 7.51 (s, 1H), 7.41-7.29 (m, 5H), 7.13-7.... Reaction SMILES: Cl.[Cl:2][C:3]1[CH:8]=[CH:7][N:6]=[C:5]([C:9]2[CH:14]=[CH:13][CH:12]=[C:11]([Cl:15])[CH:10]=2)[CH:4]=1.[NH2:16][C:17]1[CH:22]=[CH:21][C:20]([CH2:23][C:24]([NH2:26])=[O:25])=[CH:19][CH:18]=1>>[ClH:2].[Cl:15][C:11]1[CH:10]=[C:9]([C:5]2[CH:4]=[C:3]([NH:16][C:17]3[CH:18]=[CH:19][C:20]([CH2:23][C:24]([NH2:26])=[O:25])=[CH:21][CH:22]=3)[CH:8]=[CH:7][N:6]=2)[CH:14]=[CH:13][CH:12]=1 |f:0.1,3.4|. The product is Cl.ClC=1C=C(C=CC1)C1=NC=CC(=C1)NC1=CC=C(C=C1)CC(=O)N (2-(4-((2-(3-Chlorophenyl)pyridin-4-yl)amino)phenyl)acetamide hydrochloride).